This data is from the Open Reaction Database (ORD), a public repository of structured organic reaction records. The task is: describe an organic reaction: reactants, conditions, products, and yield The reactants are aqueous solution, N1N=C(N=C1)C(=O)N (1,2,4-triazole-3-carboxamide), [C@@H]1([C@H](O)[C@H](O)[C@@H](CO)O1)N1C=NC=2C(O)=NC=NC12 (inosine), P(=O)(O)(O)[O-].[K+] (monopotassium dihydrogen phosphate). The solvent is above cell suspension. Conditions: time 24 hour. The product is C1=NC(=NN1[C@H]2[C@@H]([C@@H]([C@H](O2)CO)O)O)C(=O)N (ribavirin). The yield is 74.9%. RXN SMILES: [NH:1]1[CH:5]=[N:4][C:3]([C:6]([NH2:8])=[O:7])=[N:2]1.[C@@H:9]1(N2C3N=CN=C(O)C=3N=C2)[O:17][C@H:14]([CH2:15][OH:16])[C@@H:12]([OH:13])[C@H:10]1[OH:11].P([O-])(O)(O)=O.[K+]>>[CH:5]1[N:1]([C@@H:9]2[O:17][C@H:14]([CH2:15][OH:16])[C@@H:12]([OH:13])[C@H:10]2[OH:11])[N:2]=[C:3]([C:6]([NH2:8])=[O:7])[N:4]=1 |f:2.3|. Reported procedure: After completion of the cultivation, the cells were collected by centrifugation, washed and a sterilized water was added thereto to obtain 250 ml of a cell suspension. Into 750 ml of an aqueous solution containing 66.7 mM 1,2,4-triazole-3-carboxamide, 66.7 mM inosine and 100 mM monopotassium dihydrogen phosphate was added 250 ml of the above cell suspension, and the reaction was carried out at 60° C. for 24 hours (ribavirin yield: 74.88%). The reactants are NC1=NC=C(C=C1[N+](=O)[O-])Br (2-amino-5-bromo-3-nitropyridine), [OH-].[Na+] (sodium hydroxide), Cl (hydrochloric acid). Reagents/catalysts: [Fe] (iron). Solvent: C(C)O (ethanol). Run at temperature 80 celsius, time 50 minute. Product: NC1=NC=C(C=C1N)Br (2,3-diamino-5-bromopyridine). Isolated yield 87.2%. Reaction SMILES: [NH2:1][C:2]1[C:7]([N+:8]([O-])=O)=[CH:6][C:5]([Br:11])=[CH:4][N:3]=1.Cl.[OH-].[Na+]>[Fe].C(O)C>[NH2:1][C:2]1[C:7]([NH2:8])=[CH:6][C:5]([Br:11])=[CH:4][N:3]=1 |f:2.3|. Procedure details: A suspension of 2-amino-5-bromo-3-nitropyridine (21.0 g), iron filings (26.9 g) and ethanol (150 ml) was cooled with ice, and to the suspension was added dropwise concentrated hydrochloric acid (20 ml). After the dropwise addition, the mixture was stirred at room temperature for 10 minutes and at 80° C. for 50 minutes. The reaction mixture was poured onto ice, neutralized with 8 N sodium hydroxide, and extracted with ethyl acetate-tetrahydrofuran (3:1, v/v) (at that time, insolubles were filtere...